From a dataset of the Open Reaction Database (ORD), a public repository of structured organic reaction records. describe an organic reaction: reactants, conditions, products, and yield Reactants: Cl (hydrochloric acid), N1C=C(C=2C1=NC=CC2)C=C2C(C(=C(O2)NC2=CC=CC=C2)C(=O)OCC)=O (Ethyl 5-[(1H-pyrrolo[2,3-b]pyridin-3-yl)methylene]-4-oxo-2-(phenylamino)-4,5-dihydrofuran-3-carboxylate), [OH-].[K+] (potassium hydroxide). The solvent is O1CCCC1 (tetrahydrofuran), C(C)O (ethanol). Conditions: time 30 minute. The product is N1C=C(C=2C1=NC=CC2)C=C2C(C(=C(O2)NC2=CC=CC=C2)C(=O)O)=O (5-[(1H-Pyrrolo[2,3-b]pyridin-3-yl)methylene]-4-oxo-2-(phenylamino)-4,5-dihydrofuran-3-carboxylic acid). Yield: 26.6%. RXN SMILES: [NH:1]1[C:5]2=[N:6][CH:7]=[CH:8][CH:9]=[C:4]2[C:3]([CH:10]=[C:11]2[O:15][C:14]([NH:16][C:17]3[CH:22]=[CH:21][CH:20]=[CH:19][CH:18]=3)=[C:13]([C:23]([O:25]CC)=[O:24])[C:12]2=[O:28])=[CH:2]1.[OH-].[K+].Cl>C(O)C.O1CCCC1>[NH:1]1[C:5]2=[N:6][CH:7]=[CH:8][CH:9]=[C:4]2[C:3]([CH:10]=[C:11]2[O:15][C:14]([NH:16][C:17]3[CH:22]=[CH:21][CH:20]=[CH:19][CH:18]=3)=[C:13]([C:23]([OH:25])=[O:24])[C:12]2=[O:28])=[CH:2]1 |f:1.2|. Procedure details: To a solution of the compound (0.050 g, 0.13 mmol) of Example 1 in ethanol (1.0 mL), 50% potassium hydroxide solution (0.5 mL, 0.13 mmol) was added at ambient temperature. The mixture was refluxed for 1 h. Cooled to ambient temperature, the precipitate was collected by filtration, washed with ethanol. The crude material was dissolved in water (0.5 mL) and tetrahydrofuran (0.5 mL), then 2M hydrochloric acid (0.023 mL, 0.046 mmol) was added and the mixture was stirred for 30 min. The precipitate w... Reactants: [H-].[Na+] (Sodium hydride), CC1(OC[C@H](O1)CO)C ((R)-(-)-2,2-Dimethyl-1,3-dioxolane-4-methanol), COC=1C=C(CCl)C=CC1OC (3.4-Dimethoxybenzyl chloride), [H][H] (Hydrogen). Solvent: C(C)OCC (Diethyl ether), CS(=O)C (Dimethyl sulfoxide), O1CCCC1 (Tetrahydrofuran), CS(=O)C (Dimethyl sulfoxide). Reaction conditions: time 10 hour. Yields the product COC=1C=C(COC[C@@H](CO)O)C=CC1OC ((R)-3-(3,4-Dimethoxybenzyloxy)-1,2-propandiol). RXN SMILES: [H-].[Na+].C[C:4]1([CH3:11])[O:8][C@H:7]([CH2:9][OH:10])[CH2:6][O:5]1.[H][H].[CH3:14][O:15][C:16]1[CH:17]=C([CH:21]=[CH:22][C:23]=1[O:24][CH3:25])CCl>CS(C)=O.O1CCCC1.C(OCC)C>[CH3:14][O:15][C:16]1[CH:17]=[C:11]([CH:21]=[CH:22][C:23]=1[O:24][CH3:25])[CH2:4][O:5][CH2:6][C@H:7]([OH:8])[CH2:9][OH:10] |f:0.1|. Procedure details: To the suspension of Sodium hydride (60% oil dispersion, 4.85 g) in dry Dimethyl sulfoxide (100 ml), solution of (R)-(-)-2,2-Dimethyl-1,3-dioxolane-4-methanol (10.68 g) in dry Tetrahydrofuran (30 ml) was added dropwise under Nitrogen atmosphere at room temperature. After evolution of Hydrogen stopped, solution of 3.4-Dimethoxybenzyl chloride (16.42 g) in dry Dimethyl sulfoxide (30 ml) was added dropwise under the same condition. After 10 hrs of stirring, the reaction mixture was diluted with Die... Starting materials: CO, O=C1c2ccccc2C(=O)N1C1CC=CC(c2ccccc2)N(C2CCCC2)C1=O, NN, O. The product is NC1CC=CC(c2ccccc2)N(C2CCCC2)C1=O. RXN SMILES: [CH3:34][OH:35].[CH:1]1([N:6]2[C:7](=[O:30])[CH:8]([N:19]3[C:20](=[O:21])[c:22]4[c:23]([cH:24][cH:25][cH:26][cH:27]4)[C:28]3=[O:29])[CH2:9][CH:10]=[CH:11][CH:12]2[c:13]2[cH:14][cH:15][cH:16][cH:17][cH:18]2)[CH2:2][CH2:3][CH2:4][CH2:5]1.[NH2:32][NH2:33].[OH2:31]>>[CH:1]1([N:6]2[C:7](=[O:30])[CH:8]([NH2:19])[CH2:9][CH:10]=[CH:11][CH:12]2[c:13]2[cH:14][cH:15][cH:16][cH:17][cH:18]2)[CH2:2][CH2:3][CH2:4][CH2:5]1. Yields the product CC(C)(C)[Si](C)(C)OCC1(C(N)=O)CCC(c2ccc(OCc3ccccc3F)cc2)N1. As a reaction SMILES: [CH3:43][OH:44].[NH2:1][C:2](=[O:3])[C:4]1([CH2:34][O:35][Si:36]([CH3:37])([CH3:38])[C:39]([CH3:40])([CH3:41])[CH3:42])[N:5]([C:24]([O:25][CH2:26][c:27]2[cH:28][cH:29][cH:30][cH:31][cH:32]2)=[O:33])[CH:6]([c:9]2[cH:10][cH:11][c:12]([O:15][CH2:16][c:17]3[c:18]([F:23])[cH:19][cH:20][cH:21][cH:22]3)[cH:13][cH:14]2)[CH2:7][CH2:8]1.[Pd:45]>>[NH2:1][C:2](=[O:3])[C:4]1([CH2:34][O:35][Si:36]([CH3:37])([CH3:38])[C:39]([CH3:40])([CH3:41])[CH3:42])[NH:5][CH:6]([c:9]2[cH:10][cH:11][c:12]([O:15][CH2:16][c:17]3[c:18]([F:23])[cH:19][cH:20][cH:21][cH:22]3)[cH:13][cH:14]2)[CH2:7][CH2:8]1. The reactants are CO, CC(C)(C)[Si](C)(C)OCC1(C(N)=O)CCC(c2ccc(OCc3ccccc3F)cc2)N1C(=O)OCc1ccccc1, [Pd]. Yield: 48.0%. Run in C1(=CC=CC=C1)C (toluene). Reactants: C(C)(C)C1C(CC(CC1)C)OC(=O)C1N(CC(C1)CC1CCCCC1)C(=O)OC(C)(C)C (4-Cyclohexylmethyl-pyrrolidine-1,2-dicarboxylic acid 1-tert-butyl ester 2-(2-isopropyl-5-methyl-cyclohexyl)ester), Cl (hydrochloric acid). RXN SMILES: C(C1CCC(C)CC1[O:11][C:12]([CH:14]1[CH2:18][CH:17]([CH2:19][CH:20]2[CH2:25][CH2:24][CH2:23][CH2:22][CH2:21]2)[CH2:16][N:15]1C(OC(C)(C)C)=O)=[O:13])(C)C.[ClH:33]>C1(C)C=CC=CC=1>[ClH:33].[CH:20]1([CH2:19][C@@H:17]2[CH2:16][NH:15][C@H:14]([C:12]([OH:13])=[O:11])[CH2:18]2)[CH2:21][CH2:22][CH2:23][CH2:24][CH2:25]1 |f:3.4|. Procedure: 4-Cyclohexylmethyl-pyrrolidine-1,2-dicarboxylic acid 1-tert-butyl ester 2-(2-isopropyl-5-methyl-cyclohexyl)ester (Preparation 38, 316 mg, 0.70 mmol) was dissolved in toluene (2 ml). 6N hydrochloric acid (50 ml) was added and stirred at reflux for 72 hours. The reaction mixture was cooled to room temperature and extracted with ethyl acetate (3×20 ml). The aqueous layer was concentrated by evaporation under reduced pressure to give the title compound as a white solid (80 mg, 48%). Product: Cl.C1(CCCCC1)C[C@H]1C[C@H](NC1)C(=O)O ((2S,4S)-4-Cyclohexylmethyl-pyrrolidine-2-carboxylic acid mono hydrochloride salt).